Dataset: the Open Reaction Database (ORD), a public repository of structured organic reaction records. Task: describe an organic reaction: reactants, conditions, products, and yield Reactants: COC(C)(C)OC, CC(C)=O, O=[N+]([O-])c1ccn(CC(O)CO)n1, O=S(=O)(O)O. Product: CC1(C)OCC(Cn2ccc([N+](=O)[O-])n2)O1. As a reaction SMILES: [CH3:19][O:20][C:21]([CH3:22])([CH3:23])[O:24][CH3:25].[CH3:26][C:27](=[O:28])[CH3:29].[N+:1](=[O:2])([O-:3])[c:4]1[n:5][n:6]([CH2:9][CH:10]([CH2:11][OH:12])[OH:13])[cH:7][cH:8]1.[S:14](=[O:15])(=[O:16])([OH:17])[OH:18]>>[N+:1](=[O:2])([O-:3])[c:4]1[n:5][n:6]([CH2:9][CH:10]2[CH2:11][O:12][C:21]([CH3:22])([CH3:23])[O:13]2)[cH:7][cH:8]1. The reactants are BrC1=NC=C(C=C1N(S(=O)(=O)C1=CC(=C(C=C1)Cl)C(F)(F)F)COC)Cl (N-(2-bromo-5-chloro-pyridin-3-yl)-4-chloro-N-methoxymethyl-3-trifluoromethyl-benzenesulfonamide), C(C)(C)[Mg]Cl (isopropylmagnesium chloride), C(C)(C)(C)OC(NC1=NC=CC=C1C=O)=O ((3-formyl-pyridin-2-yl)-carbamic acid tert-butyl ester). Solvent: C1CCOC1 (THF), C1CCOC1 (THF). Run at temperature 0 celsius, time 30 minute. Yields the product C(C)(C)(C)OC(NC1=NC=CC=C1C(O)C1=NC=C(C=C1N(COC)S(=O)(=O)C1=CC(=C(C=C1)Cl)C(F)(F)F)Cl)=O ([3-({5-chloro-3-[(4-chloro-3-trifluoromethyl-benzene sulfonyl)-methoxymethyl-amino]-pyridin-2-yl}-hydroxy-methyl)-pyridin-2-yl]-carbamic acid tert-butyl ester). Yield: 44.4%. As a reaction SMILES: Br[C:2]1[C:7]([N:8]([CH2:23][O:24][CH3:25])[S:9]([C:12]2[CH:17]=[CH:16][C:15]([Cl:18])=[C:14]([C:19]([F:22])([F:21])[F:20])[CH:13]=2)(=[O:11])=[O:10])=[CH:6][C:5]([Cl:26])=[CH:4][N:3]=1.C([Mg]Cl)(C)C.[C:32]([O:36][C:37](=[O:47])[NH:38][C:39]1[C:44]([CH:45]=[O:46])=[CH:43][CH:42]=[CH:41][N:40]=1)([CH3:35])([CH3:34])[CH3:33]>C1COCC1>[C:32]([O:36][C:37](=[O:47])[NH:38][C:39]1[C:44]([CH:45]([C:2]2[C:7]([N:8]([S:9]([C:12]3[CH:17]=[CH:16][C:15]([Cl:18])=[C:14]([C:19]([F:22])([F:21])[F:20])[CH:13]=3)(=[O:11])=[O:10])[CH2:23][O:24][CH3:25])=[CH:6][C:5]([Cl:26])=[CH:4][N:3]=2)[OH:46])=[CH:43][CH:42]=[CH:41][N:40]=1)([CH3:35])([CH3:33])[CH3:34]. Procedure details: To a solution of N-(2-bromo-5-chloro-pyridin-3-yl)-4-chloro-N-methoxymethyl-3-trifluoromethyl-benzenesulfonamide (3.27 g, 6.64 mmol) in THF (20 mL) under nitrogen atmosphere at 0° C. was added dropwise isopropylmagnesium chloride (2 M solution in THF, 6.62 mL, 13.25 mmol). The mixture was then stirred for 30 min at 0° C. followed by the addition of a solution of (3-formyl-pyridin-2-yl)-carbamic acid tert-butyl ester (590 mg, 2.65 mmol) in THF (3 mL) at 0° C. The mixture was stirred at room tempe...